This data is from the Open Reaction Database (ORD), a public repository of structured organic reaction records. The task is: describe an organic reaction: reactants, conditions, products, and yield Starting materials: C(C)(=O)C1=CC=CC2=CC=CC=C12 (acetonaphthone), Cl.NO (hydroxylamine hydrochloride). Run in N1=CC=CC=C1 (pyridine). Conditions: time 5 day. Yields the product C(C)(C1=CC=CC2=CC=CC=C12)=NO (Acetonaphthone Oxime). Isolated yield 65.0%. RXN SMILES: [C:1]([C:4]1[C:13]2[C:8](=[CH:9][CH:10]=[CH:11][CH:12]=2)[CH:7]=[CH:6][CH:5]=1)(=O)[CH3:2].Cl.[NH2:15][OH:16]>N1C=CC=CC=1>[C:1](=[N:15][OH:16])([C:4]1[C:13]2[C:8](=[CH:9][CH:10]=[CH:11][CH:12]=2)[CH:7]=[CH:6][CH:5]=1)[CH3:2] |f:1.2|. Procedure details: In a 50 ml round-bottom flask, a mixture of acetonaphthone, hydroxylamine hydrochloride in pyridine was stirred, at room temperature under nitrogen blanket, for five days. The reaction mixture was then concentrated under vacuum to remove most of pyridine. The oil was then dissolved in dichloromethane. The product precipitated on standing. The product was obtained as a white solid in 65% yield. Reactants: COC(CN(C)C1=CC(=CC=C1)OCCCN(CC(C1=CC=CC=C1)C1=CC=CC=C1)CC1=C(C(=CC=C1)C(F)(F)F)Cl)=O ([(3-{3-[(2-chloro-3-trifluoromethyl-benzyl)-diphenylethyl-amino]-propoxy}-phenyl)-N-methyl-amino]-acetic acid methyl ester), COC(CNC1=CC(=CC=C1)OCCCN(CC(C1=CC=CC=C1)C1=CC=CC=C1)CC1=C(C(=CC=C1)C(F)(F)F)Cl)=O ((3-{3-[(2-chloro-3-trifluoromethyl-benzyl)-diphenylethyl-amino]-propoxy}phenylamino)-acetic acid methyl ester). Product: Cl.ClC1=C(CN(CCCOC=2C=C(C=CC2)N(C)CC(=O)O)CC(C2=CC=CC=C2)C2=CC=CC=C2)C=CC=C1C(F)(F)F ([(3-{3-[(2-chloro-3-trifluoromethyl-benzyl)-diphenylethyl-amino]-propoxy}-phenyl)-N-methyl-amino]-acetic acid hydrochloride salt). RXN SMILES: C[O:2][C:3](=[O:44])[CH2:4][N:5]([C:7]1[CH:12]=[CH:11][CH:10]=[C:9]([O:13][CH2:14][CH2:15][CH2:16][N:17]([CH2:32][C:33]2[CH:38]=[CH:37][CH:36]=[C:35]([C:39]([F:42])([F:41])[F:40])[C:34]=2[Cl:43])[CH2:18][CH:19]([C:26]2[CH:31]=[CH:30][CH:29]=[CH:28][CH:27]=2)[C:20]2[CH:25]=[CH:24][CH:23]=[CH:22][CH:21]=2)[CH:8]=1)[CH3:6].COC(=O)CNC1C=CC=C(OCCCN(CC2C=CC=C(C(F)(F)F)C=2Cl)CC(C2C=CC=CC=2)C2C=CC=CC=2)C=1>>[ClH:43].[Cl:43][C:34]1[C:35]([C:39]([F:40])([F:41])[F:42])=[CH:36][CH:37]=[CH:38][C:33]=1[CH2:32][N:17]([CH2:18][CH:19]([C:20]1[CH:21]=[CH:22][CH:23]=[CH:24][CH:25]=1)[C:26]1[CH:27]=[CH:28][CH:29]=[CH:30][CH:31]=1)[CH2:16][CH2:15][CH2:14][O:13][C:9]1[CH:8]=[C:7]([N:5]([CH2:4][C:3]([OH:44])=[O:2])[CH3:6])[CH:12]=[CH:11][CH:10]=1 |f:2.3|. Procedure details: Following the procedure of Example 178 step (c) except [(3-{3-[(2-chloro-3-trifluoromethyl-benzyl)-diphenylethyl-amino]-propoxy}-phenyl)-N-methyl-amino]-acetic acid methyl ester was used in step (c) instead of (3-{3-[(2-chloro-3-trifluoromethyl-benzyl)-diphenylethyl-amino]-propoxy}phenylamino)-acetic acid methyl ester the title compound was obtained as a solid, 65 mg (96%). MS (ES) m/e 611.2 (M+). The reactants are F[B-](F)(F)F.C(C)[O+](CC)CC (triethyloxonium tetrafluoroborate), C(C)(C)(C)OC(N[C@@H](C)C(N)=O)=O (((S)-1-carbamoylethyl)carbamic acid tert-butyl ester), BrC1=C(C(=CC=C1F)N)NC1=NC=CC=C1 (3-Bromo-4-fluoro-N2-pyridin-2-yl-benzene-1,2-diamine). The solvent is C(Cl)Cl (DCM). Conditions: time 2 hour. Product: C(C)(C)(C)OC(N[C@@H](C)C1=NC2=C(N1C1=NC=CC=C1)C(=C(C=C2)F)Br)=O ([(S)-1-(7-Bromo-6-fluoro-1-pyridin-2-yl-1H-benzoimidazol-2-yl)ethyl]carbamic acid tert-butyl ester). The yield is 56.2%. Reaction SMILES: [C:1]([O:5][C:6](=[O:13])[NH:7][C@H:8]([C:10](=O)[NH2:11])[CH3:9])([CH3:4])([CH3:3])[CH3:2].F[B-](F)(F)F.C([O+](CC)CC)C.[Br:26][C:27]1[C:32]([F:33])=[CH:31][CH:30]=[C:29](N)[C:28]=1[NH:35][C:36]1[CH:41]=[CH:40][CH:39]=[CH:38][N:37]=1>C(Cl)Cl>[C:1]([O:5][C:6](=[O:13])[NH:7][C@H:8]([C:10]1[N:35]([C:36]2[CH:41]=[CH:40][CH:39]=[CH:38][N:37]=2)[C:28]2[C:27]([Br:26])=[C:32]([F:33])[CH:31]=[CH:30][C:29]=2[N:11]=1)[CH3:9])([CH3:4])([CH3:3])[CH3:2] |f:1.2|. Procedure details: To a suspension of ((S)-1-carbamoylethyl)carbamic acid tert-butyl ester (1.0 g, 5.4 mmol) in DCM (10 mL) was added triethyloxonium tetrafluoroborate (1.1 g, 5.78 mmol) and the reaction mixture stirred at RT for 2 h, during which the solids dissolved. The reaction mixture was concentrated in vacuo and the residue dissolved in ethanol (10 mL). 3-Bromo-4-fluoro-N2-pyridin-2-yl-benzene-1,2-diamine (0.96 g, 3.4 mmol) was added and the reaction heated at 75° C. for 16 h. The reaction mixture was conce... The reactants are C(C1=CC=CC=C1)OC(=O)N[C@@](CCC(=O)O)(C(=O)O)CC (N-benzyloxycarbonyl-α-ethylglutamic acid), C(C1=CC=CC=C1)OC(=O)N[C@@](CCC(=O)O)(C(=O)O)CCC (N-benzyloxycarbonyl-α-propylglutamic acid). The product is C(C1=CC=CC=C1)C(=O)N[C@]1(CCC(=O)OC1=O)CC (N-benzylcarbonyl-α-ethylglutamic anhydride), C(C1=CC=CC=C1)C(=O)N[C@]1(CCC(=O)OC1=O)CCC (N-benzylcarbonyl-α-propylglutamic anhydride). Reaction SMILES: [CH2:1](OC(N[C@](CC)(C(O)=O)CCC(O)=O)=O)[C:2]1[CH:7]=[CH:6][CH:5]=[CH:4][CH:3]=1.C([O:30][C:31]([NH:33][C@:34]([CH2:43][CH2:44][CH3:45])([C:40]([OH:42])=[O:41])[CH2:35][CH2:36][C:37](O)=[O:38])=O)C1C=CC=CC=1>>[CH2:1]([C:31]([NH:33][C@:34]1([CH2:43][CH3:44])[C:40](=[O:42])[O:41][C:37](=[O:38])[CH2:36][CH2:35]1)=[O:30])[C:2]1[CH:3]=[CH:4][CH:5]=[CH:6][CH:7]=1.[CH2:1]([C:31]([NH:33][C@:34]1([CH2:43][CH2:44][CH3:45])[C:40](=[O:42])[O:41][C:37](=[O:38])[CH2:36][CH2:35]1)=[O:30])[C:2]1[CH:3]=[CH:4][CH:5]=[CH:6][CH:7]=1. Procedure details: In a similar fashion from N-benzyloxycarbonyl-α-ethylglutamic acid and N-benzyloxycarbonyl-α-propylglutamic acid. there is obtained N-benzylcarbonyl-α-ethylglutamic anhydride and N-benzylcarbonyl-α-propylglutamic anhydride, respectively. Isolated yield 54.7%. The solvent is C(C)(=O)OC(C)=O (acetic anhydride), O (water), C(Cl)Cl (methylene chloride), C(Cl)Cl (methylene chloride), C(C)(=O)OCC (ethyl acetate). Reaction conditions: time 8 hour. Reactants: [N+](=O)(O)[O-] (nitric acid), ClC1=CC=C(C=C1)C1=CC(=C(N1OC)C(F)(F)F)C(=O)OCC (5-(p-chlorophenyl)-1-methoxy-2-(trifluoromethyl)pyrrole-3-carboxylic acid, ethyl ester). Yields the product ClC1=CC=C(C=C1)C1=C(C(=C(N1OC)C(F)(F)F)C(=O)OCC)[N+](=O)[O-] (5-(p-Chlorophenyl)-1-methoxy-4-nitro-2-(trifluoromethyl)pyrrole-3-carboxylic acid, ethyl ester). Reaction SMILES: [N+:1]([O-:4])(O)=[O:2].[Cl:5][C:6]1[CH:11]=[CH:10][C:9]([C:12]2[N:16]([O:17][CH3:18])[C:15]([C:19]([F:22])([F:21])[F:20])=[C:14]([C:23]([O:25][CH2:26][CH3:27])=[O:24])[CH:13]=2)=[CH:8][CH:7]=1>C(OC(=O)C)(=O)C.O.C(Cl)Cl.C(OCC)(=O)C>[Cl:5][C:6]1[CH:7]=[CH:8][C:9]([C:12]2[N:16]([O:17][CH3:18])[C:15]([C:19]([F:21])([F:22])[F:20])=[C:14]([C:23]([O:25][CH2:26][CH3:27])=[O:24])[C:13]=2[N+:1]([O-:4])=[O:2])=[CH:10][CH:11]=1. Procedure details: Fuming nitric acid (90% 0.75 mL, 0.0167 mol) is added dropwise to a 5° C. solution of 5-(p-chlorophenyl)-1-methoxy-2-(trifluoromethyl)pyrrole-3-carboxylic acid, ethyl ester (3.27 g, 0.0094 mol) in acetic anhydride. After stirring at room temperature for overnight, the reaction mixture is diluted with water and extracted with ether. The combined ether extracts are washed sequentially with water and brine, dried over anhydrous magnesium sulfate and concentrated in vacuo to give a thick yellow liqu...